Dataset: the Open Reaction Database (ORD), a public repository of structured organic reaction records. Task: describe an organic reaction: reactants, conditions, products, and yield Starting materials: Nc1ccc2c(ccn2Cc2ccccc2)c1, Clc1cc2c(Cl)ncnc2cn1. Yields the product Clc1cc2c(Nc3ccc4c(ccn4Cc4ccccc4)c3)ncnc2cn1, Cl. Reaction SMILES: [CH2:1]([c:2]1[cH:3][cH:4][cH:5][cH:6][cH:7]1)[n:8]1[cH:9][cH:10][c:11]2[cH:12][c:13]([NH2:17])[cH:14][cH:15][c:16]12.[Cl:18][c:19]1[c:20]2[c:21]([n:22][cH:23][n:24]1)[cH:25][n:26][c:27]([Cl:29])[cH:28]2>>[CH2:1]([c:2]1[cH:3][cH:4][cH:5][cH:6][cH:7]1)[n:8]1[cH:9][cH:10][c:11]2[cH:12][c:13]([NH:17][c:19]3[c:20]4[c:21]([n:22][cH:23][n:24]3)[cH:25][n:26][c:27]([Cl:29])[cH:28]4)[cH:14][cH:15][c:16]12.[ClH:18]. Reactants: O=C([O-])[O-], Cc1ccc(S(=O)(=O)OCCC2CC2C2CCN(c3ncc(Cl)cn3)CC2)cc1, [Cs+], [Cs+], CN(C)C=O, O, CC(=O)Nc1ccc(-n2cnnc2)cc1. Product: CC(=O)N(CCC1CC1C1CCN(c2ncc(Cl)cn2)CC1)c1ccc(-n2cnnc2)cc1. RXN SMILES: [C:45](=[O:46])([O-:47])[O-:48].[CH3:1][c:2]1[cH:3][cH:4][c:5]([S:6]([O:7][CH2:12][CH2:13][CH:14]2[CH:15]([CH:17]3[CH2:18][CH2:19][N:20]([c:23]4[n:24][cH:25][c:26]([Cl:29])[cH:27][n:28]4)[CH2:21][CH2:22]3)[CH2:16]2)(=[O:8])=[O:9])[cH:10][cH:11]1.[Cs+:49].[Cs+:50].[O:52]=[CH:53][N:54]([CH3:55])[CH3:56].[OH2:51].[n:30]1[n:31][cH:32][n:33](-[c:35]2[cH:36][cH:37][c:38]([NH:41][C:42]([CH3:43])=[O:44])[cH:39][cH:40]2)[cH:34]1>>[CH2:12]([CH2:13][CH:14]1[CH:15]([CH:17]2[CH2:18][CH2:19][N:20]([c:23]3[n:24][cH:25][c:26]([Cl:29])[cH:27][n:28]3)[CH2:21][CH2:22]2)[CH2:16]1)[N:41]([c:38]1[cH:37][cH:36][c:35](-[n:33]2[cH:32][n:31][n:30][cH:34]2)[cH:40][cH:39]1)[C:42]([CH3:43])=[O:44]. Reactants: CC(C)O, Nc1c(Cl)ncnc1Cl, N. The product is Nc1ncnc(Cl)c1N. RXN SMILES: [CH:11]([OH:12])([CH3:13])[CH3:14].[NH2:1][c:2]1[c:3]([Cl:9])[n:4][cH:5][n:6][c:7]1[Cl:8].[NH3:10]>>[NH2:1][c:2]1[c:3]([NH2:10])[n:4][cH:5][n:6][c:7]1[Cl:8]. Reactants: C(C1=CC=CC=C1)OC=1C=NC=CC1C=1OC2=C(N1)C=C(C=C2)C(C)(C)C (2-(3-benzyloxypyridin-4-yl)-5-tert-butylbenzoxazole), [H][H] (hydrogen). The reagents and catalysts are [Pd] (palladium on carbon). Solvent: C(C)(=O)O (acetic acid). Product: C(C)(C)(C)C=1C=CC2=C(N=C(O2)C2=C(C=NC=C2)O)C1 (4-(5-tert-butylbenzoxazole-2-yl)pyridin-3-ol). The yield is 82.7%. RXN SMILES: C([O:8][C:9]1[CH:10]=[N:11][CH:12]=[CH:13][C:14]=1[C:15]1[O:16][C:17]2[CH:23]=[CH:22][C:21]([C:24]([CH3:27])([CH3:26])[CH3:25])=[CH:20][C:18]=2[N:19]=1)C1C=CC=CC=1.[H][H]>[Pd].C(O)(=O)C>[C:24]([C:21]1[CH:22]=[CH:23][C:17]2[O:16][C:15]([C:14]3[CH:13]=[CH:12][N:11]=[CH:10][C:9]=3[OH:8])=[N:19][C:18]=2[CH:20]=1)([CH3:27])([CH3:25])[CH3:26]. Procedure details: A mixture of 2.1 g of 2-(3-benzyloxypyridin-4-yl)-5-tert-butylbenzoxazole, 0.58 g of 5% palladium on carbon and 50 ml of acetic acid was stirred under about one atmosphere of hydrogen at room temperature for six hours. The reaction mixture was filtered through Celite™. The filtrate was concentrated under reduced pressure. The residue was subjected to silica gel column chromatography to give 1.3 g of 4-(5-tert-butylbenzoxazole-2-yl)pyridin-3-ol (hereinafter, referred to as “active compound 103”). Starting materials: O1C(OCCC1)(C(=O)OCC)C(=O)OCC (diethyl 1,3-dioxane-2,2-dicarboxylate), [OH-].[Na+] (sodium hydroxide), O1COCC1 (dioxolane). The product is O1C(OCCC1)(C(=O)[O-])C(=O)[O-].[Na+].[Na+] (Disodium 1,3-Dioxane-2,2-Dicarboxylate). Yield: 102.6%. RXN SMILES: [O:1]1[CH2:6][CH2:5][CH2:4][O:3][C:2]1([C:12]([O:14]CC)=[O:13])[C:7]([O:9]CC)=[O:8].[OH-].[Na+:18].O1CCOC1>>[O:1]1[CH2:6][CH2:5][CH2:4][O:3][C:2]1([C:7]([O-:9])=[O:8])[C:12]([O-:14])=[O:13].[Na+:18].[Na+:18] |f:1.2,4.5.6|. Procedure: Hydrolysis of 9.0 g (0.039 mol) of diethyl 1,3-dioxane-2,2-dicarboxylate with 6.8 g of 50% aqueous sodium hydroxide as described in Example 2 for the dioxolane analog yielded 8.4 g (0.04 mol) 98% of the title compound as a white free flowing solid. The reactants are O=C[C@H](O)[C@@H](O)[C@H](O)[C@H](O)CO (glucose), C(C)OC(CC(C=1SC=CC1)=O)=O (3-oxo-3-(2-thienyl)propionic acid ethyl ester), O=C[C@H](O)[C@@H](O)[C@H](O)[C@H](O)CO (glucose), C(C(CO)(CO)N)O.Cl (Tris-HCl), C=1N=C(C2=C(N1)N(C=N2)[C@H]3[C@@H]([C@@H]([C@H](O3)COP(=O)(O)OP(=O)(O)OC[C@@H]4[C@H]([C@H]([C@@H](O4)N5C=CCC(=C5)C(=O)N)O)O)O)OP(=O)(O)O)N (NADPH), C(C)OC(CC(C=1SC=CC1)=O)=O (3-Oxo-3-(2-thienyl)propionic acid ethyl ester), A-751427, C=1N=C(C2=C(N1)N(C=N2)[C@H]3[C@@H]([C@@H]([C@H](O3)COP(=O)(O)OP(=O)(O)OC[C@@H]4[C@H]([C@H]([C@@H](O4)N5C=CCC(=C5)C(=O)N)O)O)O)O)N (NADH). Run in CC(C)O (2-propanol), reaction solution. Conditions: time 24 hour. The product is C(C)OC(CC(C=1SC=CC1)O)=O (3-hydroxy-3-(2-thienyl)propionic acid ethyl ester). Reaction SMILES: O=C[C@@H]([C@H]([C@@H]([C@@H](CO)O)O)O)O.[CH2:13]([O:15][C:16](=[O:25])[CH2:17][C:18](=[O:24])[C:19]1[S:20][CH:21]=[CH:22][CH:23]=1)[CH3:14].C1N=C(N)C2N=CN([C@@H]3O[C@H](COP(OP(OC[C@H]4O[C@@H](N5C=C(C(N)=O)CC=C5)[C@H](O)[C@@H]4O)(O)=O)(O)=O)[C@@H](O)[C@H]3O)C=2N=1.C1N=C(N)C2N=CN([C@@H]3O[C@H](COP(OP(OC[C@H]4O[C@@H](N5C=C(C(N)=O)CC=C5)[C@H](O)[C@@H]4O)(O)=O)(O)=O)[C@@H](O)[C@H]3OP(O)(O)=O)C=2N=1.C(O)C(N)(CO)CO.Cl>CC(O)C>[CH2:13]([O:15][C:16](=[O:25])[CH2:17][CH:18]([OH:24])[C:19]1[S:20][CH:21]=[CH:22][CH:23]=1)[CH3:14] |f:4.5|. Procedure: An aqueous solution comprising a composition of 2% glucose, 1% yeast extract, 1% polypeptone, and 0.6% malt extract was used as the medium, and Filobasidium uniguttulatum IFO 0699 was inoculated into this and aerobically cultured at 28° C. for 24 hours. After completion of the culturing, the culture medium (1 ml) was collected and centrifuged to isolate the cells. 3-Oxo-3-(2-thienyl)propionic acid ethyl ester to be used as the substrate was synthesized in accordance with the method described in ... Starting materials: N1=CC=CC=C1 (pyridine), N1=CC=CC=C1 (pyridine), C(C)(C)(C)C=1C(COC1C1=CC(=C(C=C1)C1=NOC(=C1)C(F)(F)F)O)(C)C (4-t-butyl-5-[4-(5-trifluoromethyl-3-isoxazolyl)-3-hydroxyphenyl]-3,3-dimethyl-2,3-dihydrofuran), O (water), P(=O)(Cl)(Cl)Cl (phosphorus oxychloride), C(C)(C)(C)C=1C(COC1C1=CC(=C(C=C1)C1=NOC(=C1)C(F)(F)F)O)(C)C (4-t-butyl-5-[4-(5-trifluoromethyl-3-isoxazolyl)-3-hydroxyphenyl]-3,3-dimethyl-2,3-dihydrofuran), C(CO)C#N (ethylene cyanohydrin). Run in ClCCl (dichloromethane), ClCCl (dichloromethane). Conditions: temperature 0 celsius, time 15 minute. The product is C(#N)CCOP(OC1=C(C=CC(=C1)C=1OCC(C1C(C)(C)C)(C)C)C1=NOC(=C1)C(F)(F)F)(OCCC#N)=O (phosphoric acid 5-(3-t-butyl-4,4-dimethyl-4,5-dihydrofuran-2-yl)-2-(5-trifluoromethylisoxazol-3-yl)phenylester bis-(2-cyanoethyl)ester). RXN SMILES: [N:1]1[CH:6]=[CH:5][CH:4]=CC=1.[P:7](Cl)(Cl)(Cl)=[O:8].[C:12]([C:16]1[C:17]([CH3:38])([CH3:37])[CH2:18][O:19][C:20]=1[C:21]1[CH:26]=[CH:25][C:24]([C:27]2[CH:31]=[C:30]([C:32]([F:35])([F:34])[F:33])[O:29][N:28]=2)=[C:23]([OH:36])[CH:22]=1)([CH3:15])([CH3:14])[CH3:13].[CH2:39]([C:42]#[N:43])[CH2:40][OH:41].[OH2:44]>ClCCl>[C:42]([CH2:39][CH2:40][O:41][P:7](=[O:8])([O:44][CH2:4][CH2:5][C:6]#[N:1])[O:36][C:23]1[CH:22]=[C:21]([C:20]2[O:19][CH2:18][C:17]([CH3:38])([CH3:37])[C:16]=2[C:12]([CH3:15])([CH3:13])[CH3:14])[CH:26]=[CH:25][C:24]=1[C:27]1[CH:31]=[C:30]([C:32]([F:35])([F:34])[F:33])[O:29][N:28]=1)#[N:43]. Procedure: In a nitrogen atmosphere, 1.84 ml (22.8 mmol) of pyridine was added to 30 ml of dichloromethane at 0° C., and further, 1.33 ml (14.3 mmol) of phosphorus oxychloride was added, followed by stirring for 15 minutes. To this reaction solution, a solution having 4-t-butyl-5-[4-(5-trifluoromethyl-3-isoxazolyl)-3-hydroxyphenyl]-3,3-dimethyl-2,3-dihydrofuran (compound 13)) (1.44 g, 3.78 mmol) dissolved in dichloromethane (12 ml), was dropwise added, followed by stirring at 0° C. for 2 hours. Further, th...